From a dataset of the Open Reaction Database (ORD), a public repository of structured organic reaction records. describe an organic reaction: reactants, conditions, products, and yield Reactants: NC1=NC=2C=CC3=C(C2C(N1)=O)C=C(C=C3)Br (3-amino-9-bromobenzo[f]quinazolin 1(2H)-one), BrC=1C=CC2=C(C=3C(NC(=NC3CC2)C)=O)C1 (9-Bromo-5,6-dihydro-3-methylbenzo[f]quinazolin-1(2H)-one), BrN1C(CCC1=O)=O (N-bromosuccinimide), N1=CC=CC=C1 (pyridine). Run in C1=CC=CC=C1 (benzene). The product is BrC=1C=CC2=C(C=3C(NC(=NC3C=C2)C)=O)C1 (9-bromo-3-methylbenzo[f]quinazolin-1(2H)-one). Reaction SMILES: [Br:1][C:2]1[CH:3]=[CH:4][C:5]2[CH2:14][CH2:13][C:12]3[N:11]=[C:10]([CH3:15])[NH:9][C:8](=[O:16])[C:7]=3[C:6]=2[CH:17]=1.BrN1C(=O)CCC1=O.N1C=CC=CC=1.NC1NC(=O)C2C3C=C(Br)C=CC=3C=CC=2N=1>C1C=CC=CC=1>[Br:1][C:2]1[CH:3]=[CH:4][C:5]2[CH:14]=[CH:13][C:12]3[N:11]=[C:10]([CH3:15])[NH:9][C:8](=[O:16])[C:7]=3[C:6]=2[CH:17]=1. Procedure details: A mixture of 9-Bromo-5,6-dihydro-3-methylbenzo[f]quinazolin-1(2H)-one (1.0 g, 3.4 mmoles), N-bromosuccinimide (0.63 g, 3.5 mmoles) and pyridine (0.3 ml, 3.7 mmoles) in dry benzene (350 ml) was reacted in the same manner as for the corresponding 3-pivalamide (Example 2). After cooling, benzene and excess pyridine were removed under reduced pressure. The residue was triturated with methanol:water (1:1) and filtered to leave a crude product which was recrystallized from methanol to give 9-bromo-3-m... Product: ClCC1=CC=CC(=N1)CCCN1CCOCC1 (4-[3-(6-chloromethylpyridin-2-yl)propyl]morpholine). Starting materials: N1(CCOCC1)CCCC1=CC=CC(=N1)CO ([6-(3-morpholin-4-ylpropyl)pyridin-2-yl]methanol), C(C)(C)N(CC)C(C)C (diisopropylethylamine), CS(=O)(=O)Cl (methanesulfonyl chloride). Reaction conditions: time 8 hour. Run in C(Cl)Cl (methylene chloride). Reaction SMILES: [N:1]1([CH2:7][CH2:8][CH2:9][C:10]2[N:15]=[C:14]([CH2:16]O)[CH:13]=[CH:12][CH:11]=2)[CH2:6][CH2:5][O:4][CH2:3][CH2:2]1.C(N(C(C)C)CC)(C)C.CS([Cl:31])(=O)=O>C(Cl)Cl>[Cl:31][CH2:16][C:14]1[N:15]=[C:10]([CH2:9][CH2:8][CH2:7][N:1]2[CH2:6][CH2:5][O:4][CH2:3][CH2:2]2)[CH:11]=[CH:12][CH:13]=1. Procedure: Additionally, to the solution of 495 mg of the resulting [6-(3-morpholin-4-ylpropyl)pyridin-2-yl]methanol and 104 mg of diisopropylethylamine in 20 mL of methylene chloride at ice temperature, 0.18 mL of methanesulfonyl chloride was added dropwise and the mixture was stirred at room temperature overnight. After the solvent was removed, the residue was purified by chromatography on silica gel (methylene chloride-ethanol=40:1) to give 290 mg of 4-[3-(6-chloromethylpyridin-2-yl)propyl]morpholine as...